From a dataset of the Open Reaction Database (ORD), a public repository of structured organic reaction records. describe an organic reaction: reactants, conditions, products, and yield The reactants are CC(C)(C)OC(=O)N1CCCC(c2cccc(NS(=O)(=O)c3ccc(OC(F)(F)F)cc3)c2)C1, ClCCl, O=C(O)C(F)(F)F. Product: O=S(=O)(Nc1cccc(C2CCCNC2)c1)c1ccc(OC(F)(F)F)cc1. RXN SMILES: [C:1]([O:2][C:3](=[O:4])[N:8]1[CH2:9][CH:10]([c:14]2[cH:15][c:16]([NH:20][S:21](=[O:22])(=[O:23])[c:24]3[cH:25][cH:26][c:27]([O:30][C:31]([F:32])([F:33])[F:34])[cH:28][cH:29]3)[cH:17][cH:18][cH:19]2)[CH2:11][CH2:12][CH2:13]1)([CH3:5])([CH3:6])[CH3:7].[Cl:42][CH2:43][Cl:44].[OH:35][C:36]([C:37]([F:38])([F:39])[F:40])=[O:41]>>[NH:8]1[CH2:9][CH:10]([c:14]2[cH:15][c:16]([NH:20][S:21](=[O:22])(=[O:23])[c:24]3[cH:25][cH:26][c:27]([O:30][C:31]([F:32])([F:33])[F:34])[cH:28][cH:29]3)[cH:17][cH:18][cH:19]2)[CH2:11][CH2:12][CH2:13]1. Starting materials: COC1=CC=C(C=C1)C1=NN(C2=C(C=CC=C12)N1CCOCC1)CCC (3-(4-Methoxyphenyl)-7-morpholin-4-yl-1-propyl-1H-indazole), B(Br)(Br)Br (BBr3). The product is N1(CCOCC1)C=1C=CC=C2C(=NN(C12)CCC)C1=CC=C(C=C1)O (4-(7-Morpholin-4-yl-1-propyl-1H-indazole-3-yl)phenol). RXN SMILES: C[O:2][C:3]1[CH:8]=[CH:7][C:6]([C:9]2[C:17]3[C:12](=[C:13]([N:18]4[CH2:23][CH2:22][O:21][CH2:20][CH2:19]4)[CH:14]=[CH:15][CH:16]=3)[N:11]([CH2:24][CH2:25][CH3:26])[N:10]=2)=[CH:5][CH:4]=1.B(Br)(Br)Br>>[N:18]1([C:13]2[CH:14]=[CH:15][CH:16]=[C:17]3[C:12]=2[N:11]([CH2:24][CH2:25][CH3:26])[N:10]=[C:9]3[C:6]2[CH:5]=[CH:4][C:3]([OH:2])=[CH:8][CH:7]=2)[CH2:19][CH2:20][O:21][CH2:22][CH2:23]1. Procedure details: Prepared according to Method D step C from 3-(4-Methoxyphenyl)-7-morpholin-4-yl-1-propyl-1H-indazole (0.140 g, 0.4 mmol), BBr3 (0.076 mL, 0.8 mmol) to give title compound as a white solid which was recrystallized from ethyl acetate and hexane (0.05 g, 0.15 mmol, 37%). Reactants: C(C)(C)(C)C=1C(=C(C=O)C(=C(C1)C#C[Si](C)(C)C)C)OC(C)C (3-tert-butyl-2-isopropoxy-6-methyl-5-trimethylsilanylethynyl-benzaldehyde), C(C)(C)(C)C=1C(=C(C=O)C(=C(C1)C#C[Si](C)(C)C)C)OC(C)C (3-tert-butyl-2-isopropoxy-6-methyl-5-trimethylsilanylethynyl-benzaldehyde), C([O-])([O-])=O.[K+].[K+] (potassium carbonate). Reported procedure: A solution of 3-tert-butyl-2-isopropoxy-6-methyl-5-trimethylsilanylethynyl-benzaldehyde (Intermediate 142, 0.45 g, 1.37 mmol) in methanol (5 mL) and tetrahydrofuran was treated with potassium carbonate (0.2 g, 1.45 mmol) and the resulting reaction mixture was stirred at ambient temperature for 3 h. The reaction mixture was evaporated in vacuo and the residue was extracted with diethyl ether and washed with water and brine. The organic phase was dried, filtered and evaporated in vacuo to afford t... The yield is 98.9%. The product is C(C)(C)(C)C=1C(=C(C=O)C(=C(C1)C#C)C)OC(C)C (3-tert-Butyl-5-ethynyl-2-isopropoxy-6-methyl-benzaldehyde). Run at time 3 hour. As a reaction SMILES: [C:1]([C:5]1[C:6]([O:20][CH:21]([CH3:23])[CH3:22])=[C:7]([C:10]([CH3:19])=[C:11]([C:13]#[C:14][Si](C)(C)C)[CH:12]=1)[CH:8]=[O:9])([CH3:4])([CH3:3])[CH3:2].C(=O)([O-])[O-].[K+].[K+]>CO.O1CCCC1>[C:1]([C:5]1[C:6]([O:20][CH:21]([CH3:23])[CH3:22])=[C:7]([C:10]([CH3:19])=[C:11]([C:13]#[CH:14])[CH:12]=1)[CH:8]=[O:9])([CH3:4])([CH3:2])[CH3:3] |f:1.2.3|. Run in CO (methanol), O1CCCC1 (tetrahydrofuran). Reactants: ClC=1C=C(CN2C(=NC=C2)[N+](=O)[O-])C=C(C1)Cl (1-(3,5-dichloro-benzyl)-2-nitro-1H-imidazole). Solvent: C(C)O (ethanol), C(C)(=O)O (acetic acid), [Fe] (Fe), CCOC(=O)C (EtOAc). Conditions: temperature 80 celsius. The product is ClC=1C=C(CN2C(=NC=C2)N)C=C(C1)Cl (1-(3,5-dichloro-benzyl)-1H-imidazol-2-ylamine). Yield: 90.0%. As a reaction SMILES: [Cl:1][C:2]1[CH:3]=[C:4]([CH:14]=[C:15]([Cl:17])[CH:16]=1)[CH2:5][N:6]1[CH:10]=[CH:9][N:8]=[C:7]1[N+:11]([O-])=O>C(O)C.C(O)(=O)C.[Fe].CCOC(C)=O>[Cl:17][C:15]1[CH:14]=[C:4]([CH:3]=[C:2]([Cl:1])[CH:16]=1)[CH2:5][N:6]1[CH:10]=[CH:9][N:8]=[C:7]1[NH2:11]. Procedure: 1-(3,5-dichloro-benzyl)-2-nitro-1H-imidazole was dissolved in a mixture of ethanol and acetic acid, and Fe was added. The mixture was heated to 80° C. for 20 min. During this period of time, the mixture turned into reddish brown in color and then grayish white precipitate was formed. The reaction mixture was cooled to room temperature and diluted with EtOAc. The slurry was filtered through a pad of diatomaceous earth and washed with EtOAc. The filtrate was basified using 2N NaOH solution until p... The reactants are [H-].C(C(C)C)[Al+]CC(C)C (Diisobutylaluminium hydride), C(=O)(OC)C=1C=CC2=C(CC3CCC(C2)C32NS(N(C2)CC(F)(F)F)(=O)=O)C1 (2′,3′,4′,5,5′,6,7,8,9,10-Decahydro-2-carbomethoxy-5′-(2,2,2-trifluoroethyl)-spiro[6,9-methanobenzocyclooctene-11,3′-[1,2,5]thiadiazole]1′,1′-dioxide). Run in O1CCCC1 (tetrahydrofuran). Conditions: temperature -10 celsius, time 30 minute. Yields the product OCC=1C=CC2=C(CC3CCC(C2)C32NS(N(C2)CC(F)(F)F)(=O)=O)C1 (2′,3′,4′,5,5′,6,7,8,9,10-Decahydro-2-hydroxymethyl-5′-(2,2,2-trifluoroethyl)-spiro[6,9-methanobenzocyclooctene-11,3′-[1,2,5]thiadiazole]1′,1′-dioxide). Yield: 109.2%. RXN SMILES: [H-].C([Al+]CC(C)C)C(C)C.[C:11]([C:15]1[CH:16]=[CH:17][C:18]2[CH2:25][CH:24]3[C:26]4([CH2:30][N:29]([CH2:31][C:32]([F:35])([F:34])[F:33])[S:28](=[O:37])(=[O:36])[NH:27]4)[CH:21]([CH2:22][CH2:23]3)[CH2:20][C:19]=2[CH:38]=1)(OC)=[O:12]>O1CCCC1>[OH:12][CH2:11][C:15]1[CH:16]=[CH:17][C:18]2[CH2:25][CH:24]3[C:26]4([CH2:30][N:29]([CH2:31][C:32]([F:35])([F:33])[F:34])[S:28](=[O:37])(=[O:36])[NH:27]4)[CH:21]([CH2:22][CH2:23]3)[CH2:20][C:19]=2[CH:38]=1 |f:0.1|. Procedure: Diisobutylaluminium hydride (1M in toluene, 49 mL, 49 mmol) was added slowly to a stirred solution of the product from Step 1 (5.1 g, 12.2 mmol) in dry tetrahydrofuran (100 mL) at −78° C. under nitrogen. After 30 minutes the reaction was allowed to warm to −10° C. and maintained at this temperature for 3 hours. The reaction was quenched with methanol and allowed to warm to room temperature. 1M Aqueous hydrochloric acid (100 mL) was added slowly. The mixture was extracted with ethyl acetate (×3)....